This data is from the Open Reaction Database (ORD), a public repository of structured organic reaction records. The task is: describe an organic reaction: reactants, conditions, products, and yield The reactants are CCOC(=O)c1nc(C)ccc1Nc1cnn(C)c1, Cc1csc(N)n1. Yields the product Cc1csc(NC(=O)c2nc(C)ccc2Nc2cnn(C)c2)n1. As a reaction SMILES: [CH2:1]([O:2][C:4](=[O:5])[c:6]1[n:7][c:8]([CH3:19])[cH:9][cH:10][c:11]1[NH:12][c:13]1[cH:14][n:15][n:16]([CH3:18])[cH:17]1)[CH3:3].[NH2:20][c:21]1[s:22][cH:23][c:24]([CH3:26])[n:25]1>>[C:4](=[O:5])([c:6]1[n:7][c:8]([CH3:19])[cH:9][cH:10][c:11]1[NH:12][c:13]1[cH:14][n:15][n:16]([CH3:18])[cH:17]1)[NH:20][c:21]1[s:22][cH:23][c:24]([CH3:26])[n:25]1. Reactants: O=C([O-])[O-], CN(C)C=O, [Cl-], ClC1CCCc2cccnc21, Cl, [K+], [K+], [Na+], N#Cc1ccc(S)cc1. Yields the product N#Cc1ccc(SC2CCCc3cccnc32)cc1. RXN SMILES: [C:22](=[O:23])([O-:24])[O-:25].[CH3:30][N:31]([CH3:32])[CH:33]=[O:34].[Cl-:29].[Cl:2][CH:3]1[CH2:4][CH2:5][CH2:6][c:7]2[cH:8][cH:9][cH:10][n:11][c:12]21.[ClH:1].[K+:26].[K+:27].[Na+:28].[SH:13][c:14]1[cH:15][cH:16][c:17]([C:18]#[N:19])[cH:20][cH:21]1>>[CH:3]1([S:13][c:14]2[cH:15][cH:16][c:17]([C:18]#[N:19])[cH:20][cH:21]2)[CH2:4][CH2:5][CH2:6][c:7]2[cH:8][cH:9][cH:10][n:11][c:12]21. Starting materials: O=C1NC(=O)c2c(CCCCCCCCBr)cccc21, CCOCC, CN1CCNCC1. The product is CN1CCNCC1CCCCCCCCc1cccc2c1C(=O)NC2=O. RXN SMILES: [Br:1][CH2:2][CH2:3][CH2:4][CH2:5][CH2:6][CH2:7][CH2:8][CH2:9][c:10]1[c:11]2[c:12]([cH:18][cH:19][cH:20]1)[C:13](=[O:14])[NH:15][C:16]2=[O:17].[CH2:28]([O:29][CH2:30][CH3:31])[CH3:32].[CH3:21][N:22]1[CH2:23][CH2:24][NH:25][CH2:26][CH2:27]1>>[CH2:2]([CH2:3][CH2:4][CH2:5][CH2:6][CH2:7][CH2:8][CH2:9][c:10]1[c:11]2[c:12]([cH:18][cH:19][cH:20]1)[C:13](=[O:14])[NH:15][C:16]2=[O:17])[CH:23]1[N:22]([CH3:21])[CH2:27][CH2:26][NH:25][CH2:24]1.